The task is: describe an organic reaction: reactants, conditions, products, and yield. This data is from the Open Reaction Database (ORD), a public repository of structured organic reaction records. Reactants: C(C1=CC=CC=C1)N1CC(N(CC1)C1=CC=CC=C1)=O (4-benzyl-1-phenylpiperazin-2-one). The reagents and catalysts are [Pd] (palladium on carbon). Solvent: C(C)(=O)O (acetic acid). Conditions: time 3 hour. The product is C1(=CC=CC=C1)N1C(CNCC1)=O (1-Phenylpiperazin-2-one). The yield is 300.8%. RXN SMILES: C([N:8]1[CH2:13][CH2:12][N:11]([C:14]2[CH:19]=[CH:18][CH:17]=[CH:16][CH:15]=2)[C:10](=[O:20])[CH2:9]1)C1C=CC=CC=1>[Pd].C(O)(=O)C>[C:14]1([N:11]2[CH2:12][CH2:13][NH:8][CH2:9][C:10]2=[O:20])[CH:15]=[CH:16][CH:17]=[CH:18][CH:19]=1. Procedure: A mixture of 4-benzyl-1-phenylpiperazin-2-one (13.0 g, 48.8 mmol), 10% palladium on carbon (700 mg), and acetic acid (150 mL) was stirred under hydrogen at atmospheric pressure for 3 hours. The reaction was purged with nitrogen and filtered through a bed of celite. The filtrate was concentrated and the residue was purified via silica gel chromatography using 10% MeOH in CH2Cl2 to obtain the desired piperazinone as a white solid (8.3 g, 146.8 mmol, 96% yield). 1H NMR (400 MHz, CDCl3) δ 7.43-7.38 ... Starting materials: O (water), [H-].[Al+3].[Li+].[H-].[H-].[H-] (lithium aluminiumhydride), CC=1SC(=C(N1)C(=O)OC)C=1C=C(C=CC1)C (methyl 2-methyl-5-m-tolylthiazole-4-carboxylate). The solvent is C1CCOC1 (THF), C1CCOC1 (THF). Reaction conditions: time 30 minute. Yields the product CC=1SC(=C(N1)CO)C=1C=C(C=CC1)C ((2-methyl-5-m-tolylthiazol-4-yl)methanol). The yield is 56.3%. Reaction SMILES: [H-].[Al+3].[Li+].[H-].[H-].[H-].[CH3:7][C:8]1[S:9][C:10]([C:17]2[CH:18]=[C:19]([CH3:23])[CH:20]=[CH:21][CH:22]=2)=[C:11]([C:13](OC)=[O:14])[N:12]=1.O>C1COCC1>[CH3:7][C:8]1[S:9][C:10]([C:17]2[CH:18]=[C:19]([CH3:23])[CH:20]=[CH:21][CH:22]=2)=[C:11]([CH2:13][OH:14])[N:12]=1 |f:0.1.2.3.4.5|. Reported procedure: To a stirred suspension of lithium aluminiumhydride (139 mg, 3.64 mmol) in THF (5 mL) a solution of methyl 2-methyl-5-m-tolylthiazole-4-carboxylate [1007873-98-4] (600 mg, 2.43 mmol) in THF (5 mL) was added at −25° C. and stirred for 30 min. Then water (5 mL) was added dropwise and the mixture was extracted with ethyl acetate (100 mL). The organic layer was washed with brine and dried over anhydrous Na2SO4, filtered and concentrated under reduced pressure. The residue was purified by flash colum...